From a dataset of the Open Reaction Database (ORD), a public repository of structured organic reaction records. describe an organic reaction: reactants, conditions, products, and yield The reactants are CC1=C(C(=C2C(=N1)CCCCC2)[N+](=O)[O-])C(=O)O (2-methyl-4-nitro-6,7,8,9-tetrahydro-5H-cyclohepta[b]pyridine-3-carboxylic acid), Cl.NC(=N)N (guanidine hydrochloride). The product is ClC1=C2C(=NC(=C1C(=O)NC(=N)N)C)CCCCC2 (4-Chloro-2-methyl-6,7,8,9-tetrahydro-5H-cyclohepta[b]pyridine-3-carbonylguanidine). Procedure details: When the method of Inventive Example 17 was repeated using 2-methyl-4-nitro-6,7,8,9-tetrahydro-5H-cyclohepta[b]pyridine-3-carboxylic acid (750.1 mg, 3.00 mmol) and guanidine hydrochloride (2.77 g, 29.0 mmol), chlorination of the nitro group occurred at the same time and the title compound (134.5 mg, 16.0%) was obtained as white powder. Yield: 16.0%. Reaction SMILES: [CH3:1][C:2]1[N:7]=[C:6]2[CH2:8][CH2:9][CH2:10][CH2:11][CH2:12][C:5]2=[C:4]([N+]([O-])=O)[C:3]=1[C:16]([OH:18])=O.[ClH:19].[NH2:20][C:21]([NH2:23])=[NH:22]>>[Cl:19][C:4]1[C:3]([C:16]([NH:22][C:21]([NH2:23])=[NH:20])=[O:18])=[C:2]([CH3:1])[N:7]=[C:6]2[CH2:8][CH2:9][CH2:10][CH2:11][CH2:12][C:5]=12 |f:1.2|. Starting materials: CC(=O)N(c1ccc(Cl)cc1)C1CC(C)N(C(=O)c2ccc(O)cc2)c2ccccc21, O=S(=O)(O)CCCCl, [H-], [Na+], CN(C)C=O. The product is CC(=O)N(c1ccc(Cl)cc1)C1CC(C)N(C(=O)c2ccc(OCCCS(=O)(=O)O)cc2)c2ccccc21. Reaction SMILES: [Cl:1][c:2]1[cH:3][cH:4][c:5]([N:8]([C:9]([CH3:10])=[O:11])[CH:12]2[CH2:13][CH:14]([CH3:31])[N:15]([C:22]([c:23]3[cH:24][cH:25][c:26]([OH:29])[cH:27][cH:28]3)=[O:30])[c:16]3[cH:17][cH:18][cH:19][cH:20][c:21]32)[cH:6][cH:7]1.[Cl:34][CH2:35][CH2:36][CH2:37][S:38](=[O:39])(=[O:40])[OH:41].[H-:33].[Na+:32].[O:42]=[CH:43][N:44]([CH3:45])[CH3:46]>>[Cl:1][c:2]1[cH:3][cH:4][c:5]([N:8]([C:9]([CH3:10])=[O:11])[CH:12]2[CH2:13][CH:14]([CH3:31])[N:15]([C:22]([c:23]3[cH:24][cH:25][c:26]([O:29][CH2:35][CH2:36][CH2:37][S:38](=[O:39])(=[O:40])[OH:41])[cH:27][cH:28]3)=[O:30])[c:16]3[cH:17][cH:18][cH:19][cH:20][c:21]32)[cH:6][cH:7]1. The reactants are COC(=O)C(C)(C)C(=O)Cc1ccccc1, Cc1ccccc1, CC(=O)O, [H][H], NCc1ccccc1, O, O=[Pt]=O. The product is COC(=O)C(C)(C)C(Cc1ccccc1)NCc1ccccc1. RXN SMILES: [CH3:1][C:2]([C:3](=[O:4])[O:5][CH3:6])([C:7](=[O:8])[CH2:9][c:10]1[cH:11][cH:12][cH:13][cH:14][cH:15]1)[CH3:16].[CH3:25][c:26]1[cH:27][cH:28][cH:29][cH:30][cH:31]1.[CH3:34][C:35](=[O:36])[OH:37].[H:32][H:33].[NH2:17][CH2:18][c:19]1[cH:20][cH:21][cH:22][cH:23][cH:24]1.[OH2:41].[Pt:38](=[O:39])=[O:40]>>[CH3:1][C:2]([C:3](=[O:4])[O:5][CH3:6])([CH:7]([CH2:9][c:10]1[cH:11][cH:12][cH:13][cH:14][cH:15]1)[NH:17][CH2:18][c:19]1[cH:20][cH:21][cH:22][cH:23][cH:24]1)[CH3:16].